This data is from the Open Reaction Database (ORD), a public repository of structured organic reaction records. The task is: describe an organic reaction: reactants, conditions, products, and yield The reactants are C1(CCCCC1)C1(COC(OC1)(C)C)CO (5-Cyclohexyl-2,2-dimethyl-5-hydroxymethyl-1,3-dioxane), [Cr](=O)(=O)([O-])Cl.[NH+]1=CC=CC=C1 (pyridinium chlorochromate), C(C)(=O)[O-].[Na+] (sodium acetate). Solvent: ClCCl (dichloromethane), CCOCC (ether). Run at time 6 hour. Yields the product C1(CCCCC1)C1(COC(OC1)(C)C)C=O (5-Cyclohexyl-2,2-dimethyl-5-formyl-1,3-dioxane). Reaction SMILES: [CH:1]1([C:7]2([CH2:15][OH:16])[CH2:12][O:11][C:10]([CH3:14])([CH3:13])[O:9][CH2:8]2)[CH2:6][CH2:5][CH2:4][CH2:3][CH2:2]1.[Cr](Cl)([O-])(=O)=O.[NH+]1C=CC=CC=1.C([O-])(=O)C.[Na+]>ClCCl.CCOCC>[CH:1]1([C:7]2([CH:15]=[O:16])[CH2:12][O:11][C:10]([CH3:13])([CH3:14])[O:9][CH2:8]2)[CH2:2][CH2:3][CH2:4][CH2:5][CH2:6]1 |f:1.2,3.4|. Procedure details: 5-Cyclohexyl-2,2-dimethyl-5-hydroxymethyl-1,3-dioxane (2.2 g.) was added to a stirred suspension of pyridinium chlorochromate (6.1 g.) and anhydrous sodium acetate (3.0 g.) in dry dichloromethane (50 ml.), at 0°, under a current of nitrogen. The mixture was stirred at room temperature for six hours. The mixture was diluted with dry ether (100 ml) and the organic solution was decanted off. The oily residue was treated with ether and the combined extracts were evaporated in vacuo. 5-Cyclohexyl-2,2... Starting materials: CC1(OB(OC1(C)C)C1=CCN(CC1)C)C (4,4,5,5-tetramethyl-2-(1-methyl(4-1,2,5,6-tetrahydropyridyl))-1,3,2-dioxaborolane), C(=O)([O-])[O-].[K+].[K+] (K2CO3), NC=1C=C(C=C(C1)Br)C(F)(F)F (3-amino-5-bromobenzotrifluoride). Solvent: CN(C)C=O (DMF), CCOC(=O)C (EtOAc). Run at temperature 80 celsius. The product is CN1CC=C(CC1)C=1C=C(C=C(C1)N)C(F)(F)F (5-(1-methyl(4-1,2,5,6-tetrahydropyridyl))-3-(trifluoro-methyl)phenylamine). As a reaction SMILES: CC1(C)C(C)(C)OB([C:9]2[CH2:14][CH2:13][N:12]([CH3:15])[CH2:11][CH:10]=2)O1.C([O-])([O-])=O.[K+].[K+].[NH2:23][C:24]1[CH:25]=[C:26]([C:31]([F:34])([F:33])[F:32])[CH:27]=[C:28](Br)[CH:29]=1>CN(C=O)C.CCOC(C)=O>[CH3:15][N:12]1[CH2:13][CH2:14][C:9]([C:28]2[CH:27]=[C:26]([C:31]([F:32])([F:34])[F:33])[CH:25]=[C:24]([NH2:23])[CH:29]=2)=[CH:10][CH2:11]1 |f:1.2.3|. Reported procedure: To a mixture of 4,4,5,5-tetramethyl-2-(1-methyl(4-1,2,5,6-tetrahydropyridyl))-1,3,2-dioxaborolane (1.0 g, 4.4 mmol), PdCl2pddf (0.16 g, 0.2 mmol) and K2CO3 (1.8 g, 13.2 mmol) and 3-amino-5-bromobenzotrifluoride (0.8 g, 3.3 mmol) in DMF (25 mL) was heated at 80° C. for 16 h. The resulting mixture was diluted with EtOAc, washed with H2O, dried over Na2SO4, and concentrated. The residue was purified by SiO2 chromatography to give the title intermediate. MS (ES+): 257 (M+H)+. Calc'd C13H15F3N2—256.3... The reactants are C1(=CC=CC=C1)C(CC1=CSC=C1)=O (1-phenyl-2-(thiophen-3-yl)ethanone), C1(=CC=CC=C1)C(CC1=CSC=C1)=O (1-phenyl-2-(thiophen-3-yl)ethanone), C(=O)C1=CC(=C(C(=O)OC)C=C1)O (methyl 4-formyl-2-hydroxybenzoate), C(=O)C1=CC(=C(C(=O)OC)C=C1)O (methyl 4-formyl-2-hydroxybenzoate), CC1(OC(=O)CC(=O)O1)C (meldrum's acid), C(=O)(C)[O-].[NH4+] (AcONH4). Run in CC(=O)O (AcOH). Reaction conditions: temperature 40 celsius, time 8 hour. Yields the product OC1=C(C(=O)O)C=CC(=C1)C1CC(NC(=C1C1=CSC=C1)C1=CC=CC=C1)=O (2-hydroxy-4-(2-oxo-6-phenyl-5-(thiophen-3-yl)-1,2,3,4-tetrahydropyridin-4-yl)benzoic acid). The yield is 4.3%. Reaction SMILES: [C:1]1([C:7](=O)[CH2:8][C:9]2[CH:13]=[CH:12][S:11][CH:10]=2)[CH:6]=[CH:5][CH:4]=[CH:3][CH:2]=1.[CH:15]([C:17]1[CH:26]=[CH:25][C:20]([C:21]([O:23]C)=[O:22])=[C:19]([OH:27])[CH:18]=1)=O.[CH3:28][C:29]1(C)[O:36]C(=O)CC(=O)O1.C([O-])(C)=O.[NH4+:42]>CC(O)=O>[OH:27][C:19]1[CH:18]=[C:17]([CH:15]2[C:8]([C:9]3[CH:13]=[CH:12][S:11][CH:10]=3)=[C:7]([C:1]3[CH:6]=[CH:5][CH:4]=[CH:3][CH:2]=3)[NH:42][C:29](=[O:36])[CH2:28]2)[CH:26]=[CH:25][C:20]=1[C:21]([OH:23])=[O:22] |f:3.4|. Reported procedure: To a mixture of 1-phenyl-2-(thiophen-3-yl)ethanone (Intermediate 6) (300 mg, 1.5 mmol), methyl 4-formyl-2-hydroxybenzoate (Intermediate 5) (325 mg, 1.8 mmol), meldrum's acid (260 mg, 1.8 mmol) and AcONH4 (140 mg, 1.8 mmol) in AcOH (3 mL) was refluxed overnight. The mixture was concentrated in vacuo and the residue was taken up in MeOH (10 mL) and aq. NaOH (2 M, 10 mL) and was stirred at 40° C. overnight. The resulting mixture was cooled to room temperature, and then acidified with aq. HCl (2 M, ... The reactants are FC(=CC=1N=C(N(C1)COCC[Si](C)(C)C)C=1C=CC(=NC1)C1=CC=C(C=C1)OCC1=CC=C(C=C1)OC)F (5-[4-(2,2-difluoroethenyl)-1-{[2-(trimethylsilyl)ethoxy]methyl}-1H-imidazol-2-yl]-2-{4-[(4-methoxybenzyl)oxy]phenyl}pyridine). Reagents/catalysts: [C].[Pd] (palladium-carbon). Run in C(C)O (ethanol), O1CCCC1 (tetrahydrofuran). Conditions: time 24 hour. The product is FC(CC=1N=C(N(C1)COCC[Si](C)(C)C)C=1C=CC(=NC1)C1=CC=C(C=C1)O)F (4-{5-[4-(2,2-difluoroethyl)-1-{[2-(trimethylsilyl)ethoxy]methyl}-1H-imidazol-2-yl]pyridin-2-yl}phenol). Yield: 56.6%. Reaction SMILES: [F:1][C:2]([F:39])=[CH:3][C:4]1[N:5]=[C:6]([C:17]2[CH:18]=[CH:19][C:20]([C:23]3[CH:28]=[CH:27][C:26]([O:29]CC4C=CC(OC)=CC=4)=[CH:25][CH:24]=3)=[N:21][CH:22]=2)[N:7]([CH2:9][O:10][CH2:11][CH2:12][Si:13]([CH3:16])([CH3:15])[CH3:14])[CH:8]=1>C(O)C.O1CCCC1.[C].[Pd]>[F:39][CH:2]([F:1])[CH2:3][C:4]1[N:5]=[C:6]([C:17]2[CH:18]=[CH:19][C:20]([C:23]3[CH:28]=[CH:27][C:26]([OH:29])=[CH:25][CH:24]=3)=[N:21][CH:22]=2)[N:7]([CH2:9][O:10][CH2:11][CH2:12][Si:13]([CH3:16])([CH3:14])[CH3:15])[CH:8]=1 |f:3.4|. Procedure: In ethanol (50 mL) and tetrahydrofuran (20 mL) was dissolved 5-[4-(2,2-difluoroethenyl)-1-{[2-(trimethylsilyl)ethoxy]methyl}-1H-imidazol-2-yl]-2-{4-[(4-methoxybenzyl)oxy]phenyl}pyridine (0.84 g), 10% palladium-carbon (50% water contained, 395 mg) was added to the solution, and the mixture was stirred under hydrogen atmosphere for 24 hours. The reaction mixture was filtered by using a membrane filter, the filtrate was concentrated under reduced pressure, and the residue was purified by silica gel... As a reaction SMILES: [CH3:32][C:33](=[O:34])[OH:35].[CH3:37][CH2:38][OH:39].[Cl:1][c:2]1[cH:3][c:4](-[c:12]2[n:13][o:14][c:15](-[c:17]3[cH:18][cH:19][c:20]([CH:23]4[CH:24]([C:26](=[O:27])[O:28][CH3:29])[CH2:25]4)[cH:21][cH:22]3)[n:16]2)[cH:5][cH:6][c:7]1[O:8][CH:9]([CH3:10])[CH3:11].[ClH:36].[Na+:31].[OH-:30]>>[Cl:1][c:2]1[cH:3][c:4](-[c:12]2[n:13][o:14][c:15](-[c:17]3[cH:18][cH:19][c:20]([CH:23]4[CH:24]([C:26](=[O:27])[OH:28])[CH2:25]4)[cH:21][cH:22]3)[n:16]2)[cH:5][cH:6][c:7]1[O:8][CH:9]([CH3:10])[CH3:11]. Product: CC(C)Oc1ccc(-c2noc(-c3ccc(C4CC4C(=O)O)cc3)n2)cc1Cl. The reactants are CC(=O)O, CCO, COC(=O)C1CC1c1ccc(-c2nc(-c3ccc(OC(C)C)c(Cl)c3)no2)cc1, Cl, [Na+], [OH-].